Dataset: the Open Reaction Database (ORD), a public repository of structured organic reaction records. Task: describe an organic reaction: reactants, conditions, products, and yield Starting materials: O=C(O)Cc1cc(Br)ccc1F, C1COCCO1, CO, Cl. The product is COC(=O)Cc1cc(Br)ccc1F. Reaction SMILES: [Br:1][c:2]1[cH:3][cH:4][c:5]([F:12])[c:6]([CH2:8][C:9](=[O:10])[OH:11])[cH:7]1.[CH2:16]1[O:17][CH2:18][CH2:19][O:20][CH2:21]1.[CH3:14][OH:15].[ClH:13]>>[Br:1][c:2]1[cH:3][cH:4][c:5]([F:12])[c:6]([CH2:8][C:9]([O:10][CH3:14])=[O:11])[cH:7]1. The reactants are ClC1=C(C(CCl)=O)C=CC(=C1)Cl (2,4-dichlorophenacyl chloride), N1(CCNCC1)C(=O)OC(C)(C)C (tert-butyl piperazinecarboxylate), C(=O)([O-])[O-].[Cs+].[Cs+] (Cs2CO3). The solvent is CN(C)C=O (DMF), CN(C)C=O (DMF). Yields the product ClC1=C(C=CC(=C1)Cl)C(CN1CCN(CC1)C(=O)OC(C)(C)C)=O (tert-butyl 4-[2-(2,4-dichlorophenyl)-2-oxoethyl]piperazinecarboxylate). RXN SMILES: [Cl:1][C:2]1[CH:11]=[C:10]([Cl:12])[CH:9]=[CH:8][C:3]=1[C:4](=[O:7])[CH2:5]Cl.[N:13]1([C:19]([O:21][C:22]([CH3:25])([CH3:24])[CH3:23])=[O:20])[CH2:18][CH2:17][NH:16][CH2:15][CH2:14]1.C([O-])([O-])=O.[Cs+].[Cs+]>CN(C=O)C>[Cl:1][C:2]1[CH:11]=[C:10]([Cl:12])[CH:9]=[CH:8][C:3]=1[C:4](=[O:7])[CH2:5][N:16]1[CH2:15][CH2:14][N:13]([C:19]([O:21][C:22]([CH3:25])([CH3:24])[CH3:23])=[O:20])[CH2:18][CH2:17]1 |f:2.3.4|. Procedure: 1 mmol of 2,4-dichlorophenacyl chloride in DMF was added drop wise to 1.2 mmol of tert-butyl piperazinecarboxylate and 1.2 mmol Cs2CO3 in DMF at room temperature for fourteen hours. The reaction mixture was concentrated in vacuo and diluted with water and ethyl acetate. The solution was extracted three times with ethyl acetate, dried over sodium sulfate, and purified by column chromatography eluting with 50% ethyl acetate and 50% hexane to obtain tert-butyl 4-[2-(2,4-dichlorophenyl)-2-oxoethyl]p... The reactants are C(CC(O)(C(=O)O)CC(=O)O)(=O)O (citric acid), ClC1=NC=CN=C1Cl (2,3-Dichloropyrazine), ClC1=CC=C(S1)S(=O)(=O)N (5-chloro-2-thienylsulphonamide), C([O-])([O-])=O.[K+].[K+] (potassium carbonate), CN(C=O)C (N,N-dimethylformamide). Run at time 16 hour. Yields the product C(C)(=O)OCC.CCCC(C)C (ethyl acetate isohexane), ClC1=CC=C(S1)S(=O)(=O)NC1=NC=CN=C1OCC1=NC=CC=C1 (5-Chloro-N-[3-(2-pyridinylmethoxy)-2-pyrazinyl]-2-thiophenesulphonamide). RXN SMILES: Cl[C:2]1[C:7](Cl)=[N:6][CH:5]=[CH:4][N:3]=1.[Cl:9][C:10]1[S:14][C:13]([S:15]([NH2:18])(=[O:17])=[O:16])=[CH:12][CH:11]=1.C(=O)([O-])[O-].[K+].[K+].[C:25](O)(=O)[CH2:26][C:27]([CH2:32][C:33]([OH:35])=O)([C:29]([OH:31])=[O:30])O.[CH3:38][N:39](C)C=O>>[C:29]([O:31][CH2:7][CH3:2])(=[O:30])[CH3:27].[CH3:10][CH2:33][CH2:32][CH:27]([CH3:26])[CH3:29].[Cl:9][C:10]1[S:14][C:13]([S:15]([NH:18][C:2]2[C:7]([O:35][CH2:33][C:32]3[CH:27]=[CH:26][CH:25]=[CH:38][N:39]=3)=[N:6][CH:5]=[CH:4][N:3]=2)(=[O:17])=[O:16])=[CH:12][CH:11]=1 |f:2.3.4,7.8|. Procedure: 2,3-Dichloropyrazine (0.8 g), 5-chloro-2-thienylsulphonamide (1.1 g) and potassium carbonate (2.5 g) in N,N-dimethylformamide (20 mL) was heated at 75° C. After 16 h, 5% aqueous citric acid (10.0 mL) was added and the mixture extracted with ethyl acetate (2×20 mL). The combined extracts were washed with brine, dried (MgSO4) and the solvent evaporated. Chromatography on silica gel eluting with ethyl acetate/isohexane mixtures gave the title compound (0.5 g). Starting materials: Cl.C(#N)C=1C=C(C(=O)NC2=CC(=C(C=C2)[C@H]2CNCCO2)F)C=C(N1)OC ((S)-2-Cyano-N-(3-fluoro-4-(morpholin-2-yl)phenyl)-6-methoxyisonicotinamide hydrochloride), C(C)(C)(C)OC(=O)N1C[C@@H](OCC1)C1=CC(=C(C=C1)N)Cl ((−)-(S)-2-(4-Amino-3-chloro-phenyl)-morpholine-4-carboxylic acid tert-butyl ester). Yields the product Cl.ClC1=C(C=CC(=C1)[C@H]1CNCCO1)NC(C1=CC(=NC(=C1)OC)C#N)=O ((S)—N-(2-Chloro-4-(morpholin-2-yl)phenyl)-2-cyano-6-methoxyisonicotinamide hydrochloride). As a reaction SMILES: [ClH:1].[C:2]([C:4]1[CH:5]=[C:6]([CH:23]=[C:24]([O:26][CH3:27])[N:25]=1)[C:7]([NH:9][C:10]1[CH:15]=[CH:14][C:13]([C@@H:16]2[O:21][CH2:20][CH2:19][NH:18][CH2:17]2)=[C:12](F)[CH:11]=1)=[O:8])#[N:3].C(OC(N1CCO[C@@H](C2C=CC(N)=C([Cl:48])C=2)C1)=O)(C)(C)C>>[ClH:48].[Cl:1][C:11]1[CH:12]=[C:13]([C@@H:16]2[O:21][CH2:20][CH2:19][NH:18][CH2:17]2)[CH:14]=[CH:15][C:10]=1[NH:9][C:7](=[O:8])[C:6]1[CH:23]=[C:24]([O:26][CH3:27])[N:25]=[C:4]([C:2]#[N:3])[CH:5]=1 |f:0.1,3.4|. Procedure details: In analogy to example 83, step a) using 2-Cyano-6-methoxy-isonicotinic acid (described in example 107) instead of 2-(trifluoromethyl)-4-pyridinecarboxylic acid (CAS 131747-41-6) and (−)-(S)-2-(4-Amino-3-chloro-phenyl)-morpholine-4-carboxylic acid tert-butyl ester (described in example 29a) instead of (+)-(R)-2-(4-Amino-2-fluoro-phenyl)-morpholine-4-carboxylic acid tert-butyl ester. The reactants are NC=1SC(=C(N1)CC(=O)OC)C (methyl 2-(2-amino-5-methyl-1,3-thiazol-4-yl)acetate), ClC=1C(=C(C=CC1)S(=O)(=O)Cl)C (3-chloro-2-methylbenzenesulfonyl chloride). Yields the product ClC=1C(=C(C=CC1)S(=O)(=O)NC=1SC(=C(N1)CC(=O)OC)C)C (Methyl (2-{[(3-chloro-2-methylphenyl)sulfonyl]amino}-5-methyl-1,3-thiazol-4-yl)acetate), solid. Reaction SMILES: [NH2:1][C:2]1[S:3][C:4]([CH3:12])=[C:5]([CH2:7][C:8]([O:10][CH3:11])=[O:9])[N:6]=1.[Cl:13][C:14]1[C:15]([CH3:24])=[C:16]([S:20](Cl)(=[O:22])=[O:21])[CH:17]=[CH:18][CH:19]=1>>[Cl:13][C:14]1[C:15]([CH3:24])=[C:16]([S:20]([NH:1][C:2]2[S:3][C:4]([CH3:12])=[C:5]([CH2:7][C:8]([O:10][CH3:11])=[O:9])[N:6]=2)(=[O:22])=[O:21])[CH:17]=[CH:18][CH:19]=1. Procedure: The title compound was prepared from methyl 2-(2-amino-5-methyl-1,3-thiazol-4-yl)acetate and 3-chloro-2-methylbenzenesulfonyl chloride as described in the synthetic METHOD B to give a white solid (23.2 mg) with purity >90%. LCMS (pos) m/z 375.2. The reactants are OC=1C=C(C=CC1)C1=NC=C(C(=O)OCC)C=C1 (ethyl 6-(3-hydroxyphenyl)nicotinate), C(C1=CC=CC=C1)(=O)OCC=1C=C(CBr)C=CC1COC(C1=CC=CC=C1)=O (3,4-bis(benzoyloxymethyl)benzyl bromide), C([O-])([O-])=O.[K+].[K+] (potassium carbonate). The product is C1(=CC=CC=C1)C(=O)OCC=1C=C(COC=2C=C(C=CC2)C2=NC=C(C(=O)OCC)C=C2)C=CC1COC(=O)C1=CC=CC=C1 (Ethyl 6-{3-[3,4-bis(1-phenylmethanoyloxymethyl)-benzyloxy]phenyl}nicotinate). RXN SMILES: [OH:1][C:2]1[CH:3]=[C:4]([C:8]2[CH:18]=[CH:17][C:11]([C:12]([O:14][CH2:15][CH3:16])=[O:13])=[CH:10][N:9]=2)[CH:5]=[CH:6][CH:7]=1.[C:19]([O:27][CH2:28][C:29]1[CH:30]=[C:31]([CH:34]=[CH:35][C:36]=1[CH2:37][O:38][C:39](=[O:46])[C:40]1[CH:45]=[CH:44][CH:43]=[CH:42][CH:41]=1)[CH2:32]Br)(=[O:26])[C:20]1[CH:25]=[CH:24][CH:23]=[CH:22][CH:21]=1.C(=O)([O-])[O-].[K+].[K+]>>[C:20]1([C:19]([O:27][CH2:28][C:29]2[CH:30]=[C:31]([CH:34]=[CH:35][C:36]=2[CH2:37][O:38][C:39]([C:40]2[CH:45]=[CH:44][CH:43]=[CH:42][CH:41]=2)=[O:46])[CH2:32][O:1][C:2]2[CH:3]=[C:4]([C:8]3[CH:18]=[CH:17][C:11]([C:12]([O:14][CH2:15][CH3:16])=[O:13])=[CH:10][N:9]=3)[CH:5]=[CH:6][CH:7]=2)=[O:26])[CH:25]=[CH:24][CH:23]=[CH:22][CH:21]=1 |f:2.3.4|. Procedure: In a manner similar to that of Example 1(i), by reaction of 277 mg (1.1 mmol) of ethyl 6-(3-hydroxyphenyl)nicotinate with 500 mg (1.1 mmol) of 3,4-bis(benzoyloxymethyl)benzyl bromide and 166 mg (1.2 mmol) of potassium carbonate. The desired product is obtained in the form of white crystals (m.p.=118-120° C.; m=500 mg; Y=73%).